This data is from the Open Reaction Database (ORD), a public repository of structured organic reaction records. The task is: describe an organic reaction: reactants, conditions, products, and yield The reactants are ice sodium chloride, CO (methanol), S(=O)(Cl)Cl (thionyl chloride), C[C@](N)(CCC1=CC=CC=C1)C(=O)O (α-methyl-homo-phenylalanine). Reaction conditions: time 8.5 hour. Yields the product COC([C@@](N)(CCC1=CC=CC=C1)C)=O (α-Methyl-homo-phenylalanine-methyl ester). RXN SMILES: S(Cl)(Cl)=O.[CH3:5][C@@:6]([C:16]([OH:18])=[O:17])([CH2:8][CH2:9][C:10]1[CH:15]=[CH:14][CH:13]=[CH:12][CH:11]=1)[NH2:7].[CH3:19]O>>[CH3:19][O:17][C:16](=[O:18])[C@:6]([CH3:5])([CH2:8][CH2:9][C:10]1[CH:11]=[CH:12][CH:13]=[CH:14][CH:15]=1)[NH2:7]. Procedure: 430 ml methanol are cooled to -10° C. in an ice/sodium chloride mixture and reacted with 21.3 ml thionyl chloride (exothermic reaction). 44.5 g (0.23 mol α-methyl-homo-phenylalanine are added dropwise at room temperature. Boiling under reflux occurs for 8.5 hours, the mixture is concentrated in a rotary evaporator, taken up with H2O (350 ml) and reacted with 150 ml 25% Nh4OH solution. Extraction with dichloromethane occurs 5× and the combined extracts are dried over calcium carbonate and concent... Starting materials: Cc1nc(C(C)(C)N)no1, O=C(O)c1ccc(C2CCCC2)c(OCC2CC2)n1. Yields the product Cc1nc(C(C)(C)NC(=O)c2ccc(C3CCCC3)c(OCC3CC3)n2)no1. RXN SMILES: [CH3:20][C:21]([NH2:22])([c:23]1[n:24][o:25][c:26]([CH3:28])[n:27]1)[CH3:29].[CH:1]1([c:6]2[cH:7][cH:8][c:9]([C:17](=[O:18])[OH:19])[n:10][c:11]2[O:12][CH2:13][CH:14]2[CH2:15][CH2:16]2)[CH2:2][CH2:3][CH2:4][CH2:5]1>>[CH:1]1([c:6]2[cH:7][cH:8][c:9]([C:17](=[O:19])[NH:22][C:21]([CH3:20])([c:23]3[n:24][o:25][c:26]([CH3:28])[n:27]3)[CH3:29])[n:10][c:11]2[O:12][CH2:13][CH:14]2[CH2:15][CH2:16]2)[CH2:2][CH2:3][CH2:4][CH2:5]1.